Dataset: the Open Reaction Database (ORD), a public repository of structured organic reaction records. Task: describe an organic reaction: reactants, conditions, products, and yield Starting materials: C(C1=CC=C(C(=O)[O-])C=C1)(=O)OC.[K+] (potassium monomethyl terephthalate), C1(=CC=CC=C1)C (toluene), C(C1=CC=C(C(=O)OCCC)C=C1)(=O)OCCC (dipropyl terephthalate), [OH-].[K+] (potassium hydroxide). Run in C(CC)O (1-propanol). The product is C(C1=CC=C(C(=O)[O-])C=C1)(=O)OCCC.[K+] (Potassium Monopropyl Terephthalate). Isolated yield 95.0%. As a reaction SMILES: C(OC)(=O)C1C=CC(C([O-])=O)=CC=1.[K+:14].[C:15]([O:29]CCC)(=[O:28])[C:16]1[CH:27]=[CH:26][C:19]([C:20]([O:22][CH2:23][CH2:24][CH3:25])=[O:21])=[CH:18][CH:17]=1.[OH-].[K+].C1(C)C=CC=CC=1>C(O)CC>[C:20]([O:22][CH2:23][CH2:24][CH3:25])(=[O:21])[C:19]1[CH:26]=[CH:27][C:16]([C:15]([O-:29])=[O:28])=[CH:17][CH:18]=1.[K+:14] |f:0.1,3.4,7.8|. Reported procedure: This compound was prepared by the procedure described for potassium monomethyl terephthalate. Typical reagent levels were as follows: dipropyl terephthalate (97.3 g, 0.39 mole), potassium hydroxide (22.0g, 0.39 mole), 100 ml of toluene and 200 ml of 1-propanol. After workup 92.0 g of product was recovered which represented a 95% yield. Starting materials: CC1=CC(CC(C1)(C)C)O (isophorol), C(C)(=O)OCC1(CC(CC=C1)(C)C)O ((1-hydroxy-3,3-dimethyl-cyclohex-5-en-1-yl)-methyl acetate). Product: C=C1CC(CC=C1)(C)C (1-Methylene-3,3-dimethyl-cyclohex-5-ene). Reaction SMILES: [CH3:1][C:2]1[CH2:7][C:6]([CH3:9])([CH3:8])[CH2:5][CH:4](O)[CH:3]=1.C(OCC1(O)C=CCC(C)(C)C1)(=O)C>>[CH2:1]=[C:2]1[CH:3]=[CH:4][CH2:5][C:6]([CH3:9])([CH3:8])[CH2:7]1. Procedure: 1-Methylene-3,3-dimethyl-cyclohex-5-ene was prepared by the procedure given in Bull. Soc. Chim. France 4170 (1972) starting from isophorol. Its conversion into (1-hydroxy-3,3-dimethyl-cyclohex-5-en-1-yl)-methyl acetate was performed as follows: Reactants: CCCCC(Br)C(=O)OCC, CCO, CCOC(C)=O, [K+], [K+], O=C([O-])[O-], O, c1cnc(N2CCNCC2)nc1. Product: CCCCC(C(=O)OCC)N1CCN(c2ncccn2)CC1. RXN SMILES: [Br:13][CH:14]([C:15](=[O:16])[O:17][CH2:18][CH3:19])[CH2:20][CH2:21][CH2:22][CH3:23].[CH3:30][CH2:31][OH:32].[CH3:34][CH2:35][O:36][C:37]([CH3:38])=[O:39].[K+:24].[K+:25].[O-:26][C:27]([O-:28])=[O:29].[OH2:33].[n:1]1[c:2]([N:7]2[CH2:8][CH2:9][NH:10][CH2:11][CH2:12]2)[n:3][cH:4][cH:5][cH:6]1>>[n:1]1[c:2]([N:7]2[CH2:8][CH2:9][N:10]([CH:14]([C:15](=[O:16])[O:17][CH2:18][CH3:19])[CH2:20][CH2:21][CH2:22][CH3:23])[CH2:11][CH2:12]2)[n:3][cH:4][cH:5][cH:6]1. Starting materials: CS(=O)(=O)O.O=P12OP3(=O)OP(=O)(O1)OP(=O)(O2)O3 (Eaton's Reagent), CN(C1=CN=C(S1)CN1CCOCC1)C=C(C(=O)OCC)C(=O)OCC (diethyl 2-((methyl(2-(morpholin-4-yl-methyl)-1,3-thiazol-5-yl)amino)methylene)malonate), C(=O)([O-])[O-].[Na+].[Na+] (Na2CO3). Conditions: temperature 110 celsius. Yields the product CN1C2=C(C(C(=C1)C(=O)OCC)=O)N=C(S2)CN2CCOCC2 (Ethyl 4-Methyl-2-(morpholin-4-ylmethyl)-7-oxo-4,7-dihydro[1,3]thiazolo[5,4-b]pyridine-6-carboxylate). Yield: 2.8%. Reaction SMILES: CS(O)(=O)=O.O=P12OP3(OP(OP(O3)(O1)=O)(=O)O2)=O.[CH3:20][N:21]([CH:34]=[C:35]([C:41]([O:43][CH2:44][CH3:45])=[O:42])[C:36](OCC)=[O:37])[C:22]1[S:26][C:25]([CH2:27][N:28]2[CH2:33][CH2:32][O:31][CH2:30][CH2:29]2)=[N:24][CH:23]=1.C([O-])([O-])=O.[Na+].[Na+]>>[CH3:20][N:21]1[CH:34]=[C:35]([C:41]([O:43][CH2:44][CH3:45])=[O:42])[C:36](=[O:37])[C:23]2[N:24]=[C:25]([CH2:27][N:28]3[CH2:33][CH2:32][O:31][CH2:30][CH2:29]3)[S:26][C:22]1=2 |f:0.1,3.4.5|. Procedure details: A mixture of Eaton's Reagent (1.5 mL) and diethyl 2-((methyl(2-(morpholin-4-yl-methyl)-1,3-thiazol-5-yl)amino)methylene)malonate (Preparation 29, 452 mg) is heated to 110° C. for 20 min. with a stream of nitrogen over the reaction. The mixture is cooled to ambient temperature and transferred to a cooled beaker. The solution is diluted with ice chips and neutralized by dropping Na2CO3 into the solution. The mixture is then extracted with CH2Cl2 (3×50 mL), the organic layer dried (MgSO4), and the ... Starting materials: C(NN)(=O)OC1CC(N(C(C1)(C)C)OC)(C)C (1-Methoxy-2,2,6,6-tetramethylpiperidin-4-yl Carbazate), C(NN)(=O)OC (methyl carbazate). Run in CO (methanol). The product is N(N)C(=O)NNC(=O)OC1CC(N(C(C1)(C)C)OC)(C)C (1-Methoxy-2,2,6,6-tetramethylpiperidin-4-yl 2-Hydrazinocarbonylhydrazinecarboxylate). Reaction SMILES: [C:1]([O:5][CH:6]1[CH2:11][C:10]([CH3:13])([CH3:12])[N:9]([O:14][CH3:15])[C:8]([CH3:17])([CH3:16])[CH2:7]1)(=[O:4])[NH:2][NH2:3].[C:18](OC)(=[O:21])[NH:19][NH2:20]>CO>[NH:19]([C:18]([NH:3][NH:2][C:1]([O:5][CH:6]1[CH2:7][C:8]([CH3:17])([CH3:16])[N:9]([O:14][CH3:15])[C:10]([CH3:12])([CH3:13])[CH2:11]1)=[O:4])=[O:21])[NH2:20]. Reported procedure: The title compound is prepared by reacting the compound of Example 28 (1 mole) with methyl carbazate (1 mole) by refluxing the reaction mixture in methanol.